This data is from the Open Reaction Database (ORD), a public repository of structured organic reaction records. The task is: describe an organic reaction: reactants, conditions, products, and yield Starting materials: N1C=C(C2=CC=CC=C12)C[C@@H](CN(C(OC(C)(C)C)=O)C=1SC(=CN1)Br)NS(=O)(=O)C1=CC=C(C=C1)[N+](=O)[O-] ((S)-tert-butyl 3-(1H-indol-3-yl)-2-(4-nitrophenylsulfonamido)propyl(5-bromothiazol-2-yl)carbamate), O=C1SC2=C(N1)C=CC(=C2)B(O)O (2-oxo-2,3-dihydrobenzo[d]thiazol-6-ylboronic acid), tetrakis-(triphenylphosphine)palladium. The reagents and catalysts are Cl[Pd]([P](C1=CC=CC=C1)(C2=CC=CC=C2)C3=CC=CC=C3)([P](C4=CC=CC=C4)(C5=CC=CC=C5)C6=CC=CC=C6)Cl (PdCl2(PPh3)2). The product is N[C@H](CNC=1SC(=CN1)C1=CC2=C(NC(S2)=O)C=C1)CC1=CNC2=CC=CC=C12 (6-(2-((S)-2-amino-3-(1H-indol-3-yl)propylamino)thiazol-5-yl)benzo[d]thiazol-2(3H)-one). As a reaction SMILES: [NH:1]1[C:9]2[C:4](=[CH:5][CH:6]=[CH:7][CH:8]=2)[C:3]([CH2:10][C@H:11]([NH:27]S(C2C=CC([N+]([O-])=O)=CC=2)(=O)=O)[CH2:12][N:13]([C:21]2[S:22][C:23](Br)=[CH:24][N:25]=2)C(=O)OC(C)(C)C)=[CH:2]1.[O:40]=[C:41]1[NH:45][C:44]2[CH:46]=[CH:47][C:48](B(O)O)=[CH:49][C:43]=2[S:42]1>Cl[Pd](Cl)([P](C1C=CC=CC=1)(C1C=CC=CC=1)C1C=CC=CC=1)[P](C1C=CC=CC=1)(C1C=CC=CC=1)C1C=CC=CC=1>[NH2:27][C@@H:11]([CH2:10][C:3]1[C:4]2[C:9](=[CH:8][CH:7]=[CH:6][CH:5]=2)[NH:1][CH:2]=1)[CH2:12][NH:13][C:21]1[S:22][C:23]([C:48]2[CH:47]=[CH:46][C:44]3[NH:45][C:41](=[O:40])[S:42][C:43]=3[CH:49]=2)=[CH:24][N:25]=1 |^1:55,74|. Procedure: This compound was synthesized using a procedure similar to that shown in Scheme 1 with a coupling reaction between (S)-tert-butyl 3-(1H-indol-3-yl)-2-(4-nitrophenylsulfonamido)propyl(5-bromothiazol-2-yl)carbamate and commercially available 2-oxo-2,3-dihydrobenzo[d]thiazol-6-ylboronic acid using PdCl2(PPh3)2 as the catalyst instead of tetrakis-(triphenylphosphine)palladium. MS m/z: 422 (M+1). 1H NMR (400 MHz, CD3OD): δ ppm 3.11-3.20 (m, 2H), 3.57 (d, J=7.04 Hz, 2H), 3.66-3.72 (m, 1H), 3.76-3.86 (...